This data is from the Open Reaction Database (ORD), a public repository of structured organic reaction records. The task is: describe an organic reaction: reactants, conditions, products, and yield Starting materials: S=C(c1ncc[nH]1)c1ncc[nH]1, C1CCOC1, NC1CC1, Nc1ccc(Nc2ncc(Br)c(NCCc3cnc[nH]3)n2)cc1, CN(C)C=O. The product is S=C(Nc1ccc(Nc2ncc(Br)c(NCCc3cnc[nH]3)n2)cc1)NC1CC1. Reaction SMILES: [C:5](=[S:6])([c:7]1[nH:8][cH:9][cH:10][n:11]1)[c:12]1[nH:13][cH:14][cH:15][n:16]1.[CH2:45]1[O:46][CH2:47][CH2:48][CH2:49]1.[CH:1]1([NH2:4])[CH2:2][CH2:3]1.[NH2:17][c:18]1[cH:19][cH:20][c:21]([NH:24][c:25]2[n:26][cH:27][c:28]([Br:39])[c:29]([NH:31][CH2:32][CH2:33][c:34]3[nH:35][cH:36][n:37][cH:38]3)[n:30]2)[cH:22][cH:23]1.[O:40]=[CH:41][N:42]([CH3:43])[CH3:44]>>[CH:1]1([NH:4][C:5](=[S:6])[NH:17][c:18]2[cH:19][cH:20][c:21]([NH:24][c:25]3[n:26][cH:27][c:28]([Br:39])[c:29]([NH:31][CH2:32][CH2:33][c:34]4[nH:35][cH:36][n:37][cH:38]4)[n:30]3)[cH:22][cH:23]2)[CH2:2][CH2:3]1. The reactants are BrC1=CC2=C(C(=N1)F)OC1=CC=C(C=C1C2=O)C=2C(=NC=CC2)F (3-Bromo-1-fluoro-7-(2-fluoropyridin-3-yl)-5H-chromeno[2,3-c]pyridin-5-one), Cl (hydrogen chloride), C[Mg]Br (Methylmagnesium bromide), C[Mg]Br (methylmagnesium bromide). Solvent: C1CCOC1 (THF), C1CCOC1 (THF). Reaction conditions: temperature 40 celsius, time 10 minute. Product: BrC1=CC2=C(C(=N1)F)OC1=CC=C(C=C1C2=C)C=2C(=NC=CC2)F (3-bromo-1-fluoro-7-(2-fluoropyridin-3-yl)-5-methylene-5H-chromeno[2,3-c]pyridine). The yield is 58.9%. Reaction SMILES: [Br:1][C:2]1[N:7]=[C:6]([F:8])[C:5]2[O:9][C:10]3[C:15]([C:16](=O)[C:4]=2[CH:3]=1)=[CH:14][C:13]([C:18]1[C:19]([F:24])=[N:20][CH:21]=[CH:22][CH:23]=1)=[CH:12][CH:11]=3.[CH3:25][Mg]Br.Cl>C1COCC1>[Br:1][C:2]1[N:7]=[C:6]([F:8])[C:5]2[O:9][C:10]3[C:15]([C:16](=[CH2:25])[C:4]=2[CH:3]=1)=[CH:14][C:13]([C:18]1[C:19]([F:24])=[N:20][CH:21]=[CH:22][CH:23]=1)=[CH:12][CH:11]=3. Procedure: 3-Bromo-1-fluoro-7-(2-fluoropyridin-3-yl)-5H-chromeno[2,3-c]pyridin-5-one (3.75 g, 9.64 mmol) was suspended in dry THF (100 mL) and cooled in an ice bath under nitrogen. Methylmagnesium bromide (3.0 M in diethyl ether, 10 mL, 30.0 mmol) was added dropwise and the mixture stirred for an additional 10 min before removing from the ice bath. Additional THF (300 mL) and methylmagnesium bromide (15 mL, 4.5 eq) was added slowly. Once the solids had completely dissolved the reaction was stirred for 5 mi... Reactants: ClC1=C2CN(C(C2=CC=C1)=O)C1C(NC(CC1)=O)=O (3-(4-chloro-1-oxo-1,3-dihydro-2H-isoindol-2-yl)-2,6-dioxopiperidine), C(=O)[O-].[NH4+] (ammonium formate). Product: NC1=C2CN(C(C2=CC=C1)=O)C1C(NC(CC1)=O)=O (3-(4-amino-1-oxo-1,3-dihydro-2H-isoindol-2-yl)-2,6-dioxopiperidine). Yield: 85.0%. RXN SMILES: Cl[C:2]1[CH:10]=[CH:9][CH:8]=[C:7]2[C:3]=1[CH2:4][N:5]([CH:12]1[CH2:17][CH2:16][C:15](=[O:18])[NH:14][C:13]1=[O:19])[C:6]2=[O:11].C([O-])=O.[NH4+:23]>>[NH2:23][C:2]1[CH:10]=[CH:9][CH:8]=[C:7]2[C:3]=1[CH2:4][N:5]([CH:12]1[CH2:17][CH2:16][C:15](=[O:18])[NH:14][C:13]1=[O:19])[C:6]2=[O:11] |f:1.2|. Procedure: A mixture of 3-(4-chloro-1-oxo-1,3-dihydro-2H-isoindol-2-yl)-2,6-dioxopiperidine (5 g) in ammonium formate (30 ml) was stirred by heating up slowly to reflux and then reacted under ammonia for 6˜8 hours. The reaction mixture concentrated to dryness under reduced pressure. Recrystallization from heated isopropanol gave 3.96 g of target yield. yield: 85%. Purity: 99.17%. mp: 251.6˜253.9° C. Starting materials: FC1=CC=C(C=C1)C=1N=C(SC1)C(CN)(C)C (2-(4-(4-fluorophenyl)thiazol-2-yl)-2-methylpropan-1-amine), FC=1C=C(C(=O)O)C=C(C1)C1=NOC(=N1)C(F)(F)F (3-fluoro-5-(5-(trifluoromethyl)-1,2,4-oxadiazol-3-yl)benzoic acid). The product is FC=1C=C(C(=O)NCC(C)(C)C=2SC=C(N2)C2=CC=C(C=C2)F)C=C(C1)C1=NOC(=N1)C(F)(F)F (3-Fluoro-N-(2-(4-(4-fluorophenyl)thiazol-2-yl)-2-methylpropyl)-5-(5-(trifluoromethyl)-1,2,4-oxadiazol-3-yl)benzamide). Yield: 32.0%. RXN SMILES: [F:1][C:2]1[CH:7]=[CH:6][C:5]([C:8]2[N:9]=[C:10]([C:13]([CH3:17])([CH3:16])[CH2:14][NH2:15])[S:11][CH:12]=2)=[CH:4][CH:3]=1.[F:18][C:19]1[CH:20]=[C:21]([CH:25]=[C:26]([C:28]2[N:32]=[C:31]([C:33]([F:36])([F:35])[F:34])[O:30][N:29]=2)[CH:27]=1)[C:22](O)=[O:23]>>[F:18][C:19]1[CH:20]=[C:21]([CH:25]=[C:26]([C:28]2[N:32]=[C:31]([C:33]([F:35])([F:34])[F:36])[O:30][N:29]=2)[CH:27]=1)[C:22]([NH:15][CH2:14][C:13]([C:10]1[S:11][CH:12]=[C:8]([C:5]2[CH:4]=[CH:3][C:2]([F:1])=[CH:7][CH:6]=2)[N:9]=1)([CH3:17])[CH3:16])=[O:23]. Reported procedure: This compound was synthesized from 2-(4-(4-fluorophenyl)thiazol-2-yl)-2-methylpropan-1-amine and 3-fluoro-5-(5-(trifluoromethyl)-1,2,4-oxadiazol-3-yl)benzoic acid as described in example 8 step 6 (23 mg, yield 32%): 1H NMR (400 MHz, CDCl3) δ 8.32 (br s, 1H), 8.23 (br t, J=5 Hz, 1H), 7.94 (br d, J=8 Hz, 1H), 7.86-7.75 (m, 3H), 7.06-7.00 (m, 2H), 3.78 (d, J=4 Hz, 2H), 1.55, (s, 6H). MS (ESI) m/z: Calculated for C23H17F6N4O2S: 508.10. found: 509.1 (M+H)+. Reagents/catalysts: [Pd] (Pd—C). Reactants: OC1=C(C(=O)OC)C=C(C=C1)[N+](=O)[O-] (methyl 2-hydroxy-5-nitrobenzoate), [O-]S(=O)(=O)[O-].[Na+].[Na+] (Na2SO4), CO (MeOH). Procedure details: The hydrogenation of methyl 2-hydroxy-5-nitrobenzoate (700 mg, 3.3 mmol) using 10% Pd—C (100 mg) and Na2SO4 (100 mg) in MeOH at 50 psi gave methyl 5-amino-2-methoxybenzoate (600 mg). Yields the product NC=1C=CC(=C(C(=O)OC)C1)OC (methyl 5-amino-2-methoxybenzoate). Reaction SMILES: [OH:1][C:2]1[CH:11]=[CH:10][C:9]([N+:12]([O-])=O)=[CH:8][C:3]=1[C:4]([O:6][CH3:7])=[O:5].[O-]S([O-])(=O)=O.[Na+].[Na+].[CH3:22]O>[Pd]>[NH2:12][C:9]1[CH:10]=[CH:11][C:2]([O:1][CH3:22])=[C:3]([CH:8]=1)[C:4]([O:6][CH3:7])=[O:5] |f:1.2.3|. Procedure details: The product from Example 152C (102 mg, 0.392 mmol) was dissolved in dichloromethane (1 mL) followed by addition of 3-trifluoromethylphenylacetic acid (88 mg, 0.431 mmol) and 1H-benzo[d][1,2,3]triazol-1-ol hydrate (66.0 mg, 0.431 mmol). The mixture was stirred for 5 minutes and then N1-((ethylimino)methylene)-N3,N3-dimethylpropane-1,3-diamine (76 μL, 0.431 mmol) was added. After stirring for 18 hours at ambient temperature, the mixture was partitioned between water and dichloromethane. The organi... Conditions: time 5 minute. The solvent is ClCCl (dichloromethane). Yields the product C=C(C)C=1N=CC(=NC1)O[C@@H]1C[C@@H]2N(CCN(C2)C(CC2=CC(=CC=C2)C(F)(F)F)=O)C1 (1-[(7R,8aS)-7-{[5-(prop-1-en-2-yl)pyrazin-2-yl]oxy}hexahydropyrrolo[1,2-a]pyrazin-2(1H)-yl]-2-[3-(trifluoromethyl)phenyl]ethanone). Reaction SMILES: [CH2:1]=[C:2]([C:4]1[N:5]=[CH:6][C:7]([O:10][C@H:11]2[CH2:19][N:14]3[CH2:15][CH2:16][NH:17][CH2:18][C@@H:13]3[CH2:12]2)=[N:8][CH:9]=1)[CH3:3].[F:20][C:21]([F:33])([F:32])[C:22]1[CH:23]=[C:24]([CH2:28][C:29](O)=[O:30])[CH:25]=[CH:26][CH:27]=1.O.N1(O)C2C=CC=CC=2N=N1.C(N=C=NCCCN(C)C)C>ClCCl>[CH2:1]=[C:2]([C:4]1[N:5]=[CH:6][C:7]([O:10][C@H:11]2[CH2:19][N:14]3[CH2:15][CH2:16][N:17]([C:29](=[O:30])[CH2:28][C:24]4[CH:25]=[CH:26][CH:27]=[C:22]([C:21]([F:32])([F:20])[F:33])[CH:23]=4)[CH2:18][C@@H:13]3[CH2:12]2)=[N:8][CH:9]=1)[CH3:3] |f:2.3|. Yield: 57.7%. Reactants: C(C)N=C=NCCCN(C)C (N1-((ethylimino)methylene)-N3,N3-dimethylpropane-1,3-diamine), FC(C=1C=C(C=CC1)CC(=O)O)(F)F (3-trifluoromethylphenylacetic acid), O.N1(N=NC2=C1C=CC=C2)O (1H-benzo[d][1,2,3]triazol-1-ol hydrate), C=C(C)C=1N=CC(=NC1)O[C@@H]1C[C@@H]2N(CCNC2)C1 ((7R,8aS)-7-{[5-(prop-1-en-2-yl)pyrazin-2-yl]oxy}octahydropyrrolo[1,2-a]-pyrazine). The reactants are COC=1C=C(C#N)C=CC1C=C(C(COC)=O)C=1SC=C(N1)C (3-Methoxy-4-[4-methoxy-2-(4-methyl-1,3-thiazol-2-yl)-3-oxobut-1-en-1-yl]benzonitrile), NC(=CC#N)C(F)(F)F (3-amino-4,4,4-trifluorobut-2-enenitrile), CC(C)([O-])C.[K+] (potassium tert-butoxide). Solvent: C(C)(C)O (isopropanol). Run at time 8 hour. The product is C(#N)C1=CC(=C(C=C1)C1C(=C(NC(=C1C=1SC=C(N1)C)COC)C(F)(F)F)C#N)OC (4-(4-Cyano-2-methoxyphenyl)-6-(methoxymethyl)-5-(4-methyl-1,3-thiazol-2-yl)-2-(trifluoromethyl)-1,4-dihydropyridine-3-carbonitrile). RXN SMILES: [CH3:1][O:2][C:3]1[CH:4]=[C:5]([CH:8]=[CH:9][C:10]=1[CH:11]=[C:12]([C:18]1[S:19][CH:20]=[C:21]([CH3:23])[N:22]=1)[C:13](=O)[CH2:14][O:15][CH3:16])[C:6]#[N:7].[NH2:24][C:25]([C:29]([F:32])([F:31])[F:30])=[CH:26][C:27]#[N:28].CC(C)([O-])C.[K+]>C(O)(C)C>[C:6]([C:5]1[CH:8]=[CH:9][C:10]([CH:11]2[C:12]([C:18]3[S:19][CH:20]=[C:21]([CH3:23])[N:22]=3)=[C:13]([CH2:14][O:15][CH3:16])[NH:24][C:25]([C:29]([F:32])([F:31])[F:30])=[C:26]2[C:27]#[N:28])=[C:3]([O:2][CH3:1])[CH:4]=1)#[N:7] |f:2.3|. Procedure: 100 mg (0.305 mmol) of the compound from example 14A, 41 mg (0.335 mmol) of 3-amino-4,4,4-trifluorobut-2-enenitrile [preparation in analogy to U.S. Pat. No. 3,635,977 and K. Krespan, J. Org. Chem. 34, 42-45 (1969)] and 5.1 mg (0.05 mmol) of potassium tert-butoxide are dissolved in 4 ml of isopropanol and stirred at the reflux temperature overnight. After cooling to room temperature, the volatile components are removed in a rotary evaporator, and the crude material is purified by preparative HPLC... The reactants are FC1=CC=C(C=C1)[N+](=O)[O-] (1-fluoro-4-nitrobenzene), N1CC(CC1)NC(OC(C)(C)C)=O (tert-butyl pyrrolidin-3-ylcarbamate), O (water). The solvent is CN(C=O)C (N,N-dimethylformamide). Run at time 8 hour. Product: [N+](=O)([O-])C1=CC=C(C=C1)N1CC(CC1)NC(OC(C)(C)C)=O (tert-butyl 1-(4-nitrophenyl)pyrrolidin-3-ylcarbamate). As a reaction SMILES: F[C:2]1[CH:7]=[CH:6][C:5]([N+:8]([O-:10])=[O:9])=[CH:4][CH:3]=1.[NH:11]1[CH2:15][CH2:14][CH:13]([NH:16][C:17](=[O:23])[O:18][C:19]([CH3:22])([CH3:21])[CH3:20])[CH2:12]1.O>CN(C)C=O>[N+:8]([C:5]1[CH:6]=[CH:7][C:2]([N:11]2[CH2:15][CH2:14][CH:13]([NH:16][C:17](=[O:23])[O:18][C:19]([CH3:21])([CH3:20])[CH3:22])[CH2:12]2)=[CH:3][CH:4]=1)([O-:10])=[O:9]. Reported procedure: A solution of 1-fluoro-4-nitrobenzene (508 mg, 3.6 mmol) and tert-butyl pyrrolidin-3-ylcarbamate (671 mg, 3.6 mmol) in N,N-dimethylformamide (7 mL) was heated at 55° C. for 1.5 hours and then stirred overnight at room temperature. The reaction mixture was poured into water and the suspension was filtered with water washes to provide the title compound after drying. Starting materials: BrC1=NC=C(C=C1)Br (2,5-dibromopyridine), [NH4+].[Cl-] (NH4Cl), [Li]CCCC (n-BuLi), CN(C)C=O (DMF). Solvent: C1(=CC=CC=C1)C (toluene). Conditions: temperature -10 celsius, time 2 hour. Product: BrC=1C=CC(=NC1)C=O (5-Bromo-2-formyl-pyridine). RXN SMILES: Br[C:2]1[CH:7]=[CH:6][C:5]([Br:8])=[CH:4][N:3]=1.[Li]CCCC.CN([CH:17]=[O:18])C.[NH4+].[Cl-]>C1(C)C=CC=CC=1>[Br:8][C:5]1[CH:6]=[CH:7][C:2]([CH:17]=[O:18])=[N:3][CH:4]=1 |f:3.4|. Procedure: To a solution of 2,5-dibromopyridine (1 g) in toluene (50 mL) at −78° C. was slowly added 2.5M n-BuLi (2 mL). The reaction mixture was stirred for 2 h, then DMF (0.5 mL) was added. The solution was stirred for 1 h at −78° C., then warmed to −10° C. Saturated NH4Cl (10 mL) was added and the mixture was allowed to warm to room temperature. The two phases were partitioned and the organic layer dried over sodium sulfate and the solvent concentrated to dryness to afford 0.432 g of the title compound. Yields the product C(C1=CC=CC=C1)OCC(CO)CO (2-benzyloxymethyl-1,3-propanediol). Procedure details: A mixture of 5-benzyloxymethyl-2,2-dimethyl-1,3-dioxane (3.40 g, 14.4 mmol) and a few crystals of p-toluenesulfonic acid monohydrate in 100 mL of methanol was stirred at room temperature for 20 h. The methanol was removed in vacuo and the residual oil purified by column chromatography on silica gel (ethyl acetate) to give 2.25 g (80%) of 2-benzyloxymethyl-1,3-propanediol as a colorless, clear liquid. Reactants: C(C1=CC=CC=C1)OCC1COC(OC1)(C)C (5-benzyloxymethyl-2,2-dimethyl-1,3-dioxane), O.C1(=CC=C(C=C1)S(=O)(=O)O)C (p-toluenesulfonic acid monohydrate). As a reaction SMILES: [CH2:1]([O:8][CH2:9][CH:10]1[CH2:15][O:14]C(C)(C)[O:12][CH2:11]1)[C:2]1[CH:7]=[CH:6][CH:5]=[CH:4][CH:3]=1.O.C1(C)C=CC(S(O)(=O)=O)=CC=1>CO>[CH2:1]([O:8][CH2:9][CH:10]([CH2:15][OH:14])[CH2:11][OH:12])[C:2]1[CH:7]=[CH:6][CH:5]=[CH:4][CH:3]=1 |f:1.2|. The solvent is CO (methanol). The yield is 79.6%.